From a dataset of the Open Reaction Database (ORD), a public repository of structured organic reaction records. describe an organic reaction: reactants, conditions, products, and yield Starting materials: C(C)C1=CC=2C(=C(N=CC2Br)OC)O1 (2-ethyl-4-bromo-7-methoxyfuro[2,3-c]pyridine), [H-].[Na+] (sodium hydride), C(C)S (ethanethiol), O (Water). The solvent is CN(C=O)C (N,N-dimethylformamide), CN(C=O)C (N,N-dimethylformamide), CN(C=O)C (N,N-dimethylformamide). Run at temperature 150 celsius. The product is BrC=1C2=C(C(NC1)=O)OC(=C2)CC (4-Bromo-2-ethyl-6H-furo[2,3-c]pyridin-7-one). Yield: 89.4%. Reaction SMILES: [H-].[Na+].C(S)C.[CH2:6]([C:8]1[O:19][C:11]2=[C:12]([O:17]C)[N:13]=[CH:14][C:15]([Br:16])=[C:10]2[CH:9]=1)[CH3:7].O>CN(C)C=O>[Br:16][C:15]1[C:10]2[CH:9]=[C:8]([CH2:6][CH3:7])[O:19][C:11]=2[C:12](=[O:17])[NH:13][CH:14]=1 |f:0.1|. Procedure details: To a stirred solution of sodium hydride (50 mg) (60% suspension in mineral oil) in dry N,N-dimethylformamide (3 ml) under an atmosphere of dry nitrogen at room temperature was added dropwise a solution of ethanethiol (0.09 ml) in N,N-dimethylformamide (3 ml). After stirring for 10 mins a solution of 2-ethyl-4-bromo-7-methoxyfuro[2,3-c]pyridine (200 mg) in N,N-dimethylformamide (5 ml) was added dropwise and the reaction mixture heated at 150° C. for 60 mins. Water (5 ml) was added and the solvent...